Dataset: the Open Reaction Database (ORD), a public repository of structured organic reaction records. Task: describe an organic reaction: reactants, conditions, products, and yield Starting materials: S(O)(O)(=O)=O (sulfuric acid), CC=1C=CC(=C(C1)CC(=O)O)SC1=CC=C(C=C1)C (5-methyl-2-(4-methylthio-phenoxy)-phenylacetic acid), CO (methanol). Run in O (water). Product: COC(CC1=C(C=CC(=C1)C)SC1=CC=C(C=C1)C)=O (5-methyl-2-(4-methylthio-phenoxy)-phenylacetic acid methyl ester), ester. RXN SMILES: [CH3:1][C:2]1[CH:3]=[CH:4][C:5]([S:12][C:13]2[CH:18]=[CH:17][C:16]([CH3:19])=[CH:15][CH:14]=2)=[C:6]([CH2:8][C:9]([OH:11])=[O:10])[CH:7]=1.[CH3:20]O.S(=O)(=O)(O)O>O>[CH3:20][O:10][C:9](=[O:11])[CH2:8][C:6]1[CH:7]=[C:2]([CH3:1])[CH:3]=[CH:4][C:5]=1[S:12][C:13]1[CH:14]=[CH:15][C:16]([CH3:19])=[CH:17][CH:18]=1. Reported procedure: 47 g. of crude 5-methyl-2-(4-methylthio-phenoxy)-phenylacetic acid are dissolved in 170 ml. of methanol. 19 Ml. of concentrated sulfuric acid are added dropwise with stirring and the mixture is subsequently heated at reflux for 3.5 hours. After cooling, the mixture is diluted with water and extracted several times with benzene. The benzene extracts are washed with water, sodium bicarbonate solution and again with water. After evaporation of the solvent, there remains a residue which is chromatog... Reactants: C(CCCO)O (1,4-butanediol), ClC(=CCCl)Cl (1,1,3-trichloro-1-propene), crude product, [H-].[Na+] (sodium hydride), [H][H] (hydrogen). Solvent: O (water). Reaction conditions: temperature 60 celsius, time 3 hour. The product is ClC(=CCOCCCCO)Cl (4-(3,3-dichloro-2-propenyloxy)butanol). Yield: 14.0%. As a reaction SMILES: [CH2:1]([OH:6])[CH2:2][CH2:3][CH2:4][OH:5].[H-].[Na+].[H][H].[Cl:11][C:12]([Cl:16])=[CH:13][CH2:14]Cl>O>[Cl:11][C:12]([Cl:16])=[CH:13][CH2:14][O:5][CH2:4][CH2:3][CH2:2][CH2:1][OH:6] |f:1.2|. Reported procedure: In a reaction vessel containing 9.02 g of 1,4-butanediol was put 2.20 g of 60% sodium hydride (in oil), and the mixture was stirred until the evolution of hydrogen gas ceased, to which 7.28 g of 1,1,3-trichloro-1-propene was added dropwise under ice cooling. The reaction mixture was slowly warmed and stirred at 60° C. for 3 hours, which was then poured into water and extracted twice with diethyl ether. The diethyl ether layers were combined, washed with water, dried over magnesium sulfate and th...